This data is from the Open Reaction Database (ORD), a public repository of structured organic reaction records. The task is: describe an organic reaction: reactants, conditions, products, and yield Reactants: CCN(CC)CCCNc1nn(CCCN(CC)CC)c2cccc(Cl)c12, CCOCC, CC(C)Br, [Mg], O, O=C=O, O, O=S(=O)(O)O. Product: CCN(CC)CCCNc1nn(CCCN(CC)CC)c2cccc(O)c12. As a reaction SMILES: [CH2:2]([CH3:3])[N:4]([CH2:5][CH2:6][CH2:7][n:8]1[n:9][c:10]([NH:18][CH2:19][CH2:20][CH2:21][N:22]([CH2:23][CH3:24])[CH2:25][CH3:26])[c:11]2[c:12]([Cl:17])[cH:13][cH:14][cH:15][c:16]12)[CH2:27][CH3:28].[CH3:43][CH2:44][O:45][CH2:46][CH3:47].[CH:29]([Br:30])([CH3:31])[CH3:32].[Mg:1].[O:33].[O:34]=[C:35]=[O:36].[OH2:42].[S:37](=[O:38])(=[O:39])([OH:40])[OH:41]>>[CH2:2]([CH3:3])[N:4]([CH2:5][CH2:6][CH2:7][n:8]1[n:9][c:10]([NH:18][CH2:19][CH2:20][CH2:21][N:22]([CH2:23][CH3:24])[CH2:25][CH3:26])[c:11]2[c:12]([OH:34])[cH:13][cH:14][cH:15][c:16]12)[CH2:27][CH3:28]. Reactants: N1(CCCCC1)CC=1C=C(OCCCNC(=O)NN)C=CC1 (N-[3-[3-(1-piperidinylmethyl) phenoxy]propyl]-hydrazine carboxamide), ClC1=CC=C(C=C1)N=C=O (4-chlorophenyl isocyanate). Yields the product ClC1=CC=C(C=C1)NC(=O)NNC(=O)NCCCOC1=CC(=CC=C1)CN1CCCCC1 (N-4-Chlorophenyl-N'-[3-[3-(1-piperidinylmethyl)-phenoxy]propyl]-1,2-hydrazine dicarboxamide). As a reaction SMILES: [N:1]1([CH2:7][C:8]2[CH:9]=[C:10]([CH:20]=[CH:21][CH:22]=2)[O:11][CH2:12][CH2:13][CH2:14][NH:15][C:16]([NH:18][NH2:19])=[O:17])[CH2:6][CH2:5][CH2:4][CH2:3][CH2:2]1.[Cl:23][C:24]1[CH:29]=[CH:28][C:27]([N:30]=[C:31]=[O:32])=[CH:26][CH:25]=1>>[Cl:23][C:24]1[CH:29]=[CH:28][C:27]([NH:30][C:31]([NH:19][NH:18][C:16]([NH:15][CH2:14][CH2:13][CH2:12][O:11][C:10]2[CH:20]=[CH:21][CH:22]=[C:8]([CH2:7][N:1]3[CH2:6][CH2:5][CH2:4][CH2:3][CH2:2]3)[CH:9]=2)=[O:17])=[O:32])=[CH:26][CH:25]=1. Procedure: The compound is prepared by a method analogous to that of Example 20 from N-[3-[3-(1-piperidinylmethyl) phenoxy]propyl]-hydrazine carboxamide and 4-chlorophenyl isocyanate. The analytical values are summarized in Table I.